The task is: describe an organic reaction: reactants, conditions, products, and yield. This data is from the Open Reaction Database (ORD), a public repository of structured organic reaction records. Reactants: OC(COS(=O)(=O)C)C1CC=2C(=C3C=CC(NC3=C(C2)C)=O)O1 (2-(1-Hydroxy-2-methanesulfonyloxyethyl)-5-methyl-2,3,6,7-tetrahydrofuro[2,3-f]quinoline-7-one), [N-]=[N+]=[N-].[Na+] (Sodium azide). Solvent: CN(C=O)C (dimethylformamide). Reaction conditions: temperature 100 celsius, time 2.5 hour. Product: N(=[N+]=[N-])CC(O)C1CC=2C(=C3C=CC(NC3=C(C2)C)=O)O1 (2-(2-Azido-1-hydroxyethyl)-5-methyl-2,3,6,7-tetrahydrofuro[2,3-f]quinoline-7-one). Yield: 84.8%. Reaction SMILES: [OH:1][CH:2]([CH:9]1[O:23][C:12]2=[C:13]3[C:18](=[C:19]([CH3:21])[CH:20]=[C:11]2[CH2:10]1)[NH:17][C:16](=[O:22])[CH:15]=[CH:14]3)[CH2:3]OS(C)(=O)=O.[N-:24]=[N+:25]=[N-:26].[Na+]>CN(C)C=O>[N:24]([CH2:3][CH:2]([CH:9]1[O:23][C:12]2=[C:13]3[C:18](=[C:19]([CH3:21])[CH:20]=[C:11]2[CH2:10]1)[NH:17][C:16](=[O:22])[CH:15]=[CH:14]3)[OH:1])=[N+:25]=[N-:26] |f:1.2|. Procedure: 2-(1-Hydroxy-2-methanesulfonyloxyethyl)-5-methyl-2,3,6,7-tetrahydrofuro[2,3-f]quinoline-7-one (1.66 g, 4.90 mmol) was dissolved in dimethylformamide (50 ml). Sodium azide (1.91 g, 29.4 mmol) was added to the mixture, and the mixture was stirred at 100° C. for 2.5 hours. The reaction mixture was condensed under reduced pressure, and the residue was extracted from chloroform-water. The organic phase was dried over sodium sulfate, and condensed under reduced pressure. The resultant residue was puri... Reactants: NC1=NC(=C2N=CN(C2=N1)[C@H]1[C@]([C@@H]([C@H](O1)CO[P@](=O)(OC1=CC=CC=C1)N[C@H](C(=O)OC(C)C)C)O)(C)O)OC ((S)-isopropyl 2-(((S)-(((2R,3R,4R,5R)-5-(2-amino-6-methoxy-9H-purin-9-yl)-3,4-dihydroxy-4-methyltetrahydrofuran-2-yl)methoxy)(phenoxy)phosphoryl)amino)propanoate), O.O.O.O.O.O.O.[Cl-].[Ce+3].[Cl-].[Cl-] (cerium(III)chloride heptahydrate), [I-].[Na+] (sodium iodide). Reaction conditions: temperature 85 celsius. Yields the product NC=1NC(C=2N=CN(C2N1)[C@H]1[C@]([C@@H]([C@H](O1)CO[P@](=O)(OC1=CC=CC=C1)N[C@H](C(=O)OC(C)C)C)O)(C)O)=O ((S)-isopropyl 2-(((S)-(((2R,3R,4R,5R)-5-(2-amino-6-oxo-1H-purin-9(6H)-yl)-3,4-dihydroxy-4-methyltetrahydrofuran-2-yl)methoxy)(phenoxy)phosphoryl)amino)propanoate). Isolated yield 34.7%. RXN SMILES: [NH2:1][C:2]1[N:10]=[C:9]2[C:5]([N:6]=[CH:7][N:8]2[C@@H:11]2[O:15][C@H:14]([CH2:16][O:17][P@@:18]([NH:27][C@@H:28]([CH3:35])[C:29]([O:31][CH:32]([CH3:34])[CH3:33])=[O:30])([O:20][C:21]3[CH:26]=[CH:25][CH:24]=[CH:23][CH:22]=3)=[O:19])[C@@H:13]([OH:36])[C@:12]2([OH:38])[CH3:37])=[C:4]([O:39]C)[N:3]=1.O.O.O.O.O.O.O.[Cl-].[Ce+3].[Cl-].[Cl-].[I-].[Na+]>>[NH2:1][C:2]1[NH:3][C:4](=[O:39])[C:5]2[N:6]=[CH:7][N:8]([C@@H:11]3[O:15][C@H:14]([CH2:16][O:17][P@@:18]([NH:27][C@@H:28]([CH3:35])[C:29]([O:31][CH:32]([CH3:34])[CH3:33])=[O:30])([O:20][C:21]4[CH:22]=[CH:23][CH:24]=[CH:25][CH:26]=4)=[O:19])[C@@H:13]([OH:36])[C@:12]3([OH:38])[CH3:37])[C:9]=2[N:10]=1 |f:1.2.3.4.5.6.7.8.9.10.11,12.13|. Procedure: To a stirred solution of 133 (160 mg, 0.28 mmol) was added cerium(III)chloride heptahydrate (154 mg, 0.414 mmol) and sodium iodide (41 mg, 0.276 mmol) at room temperature (21° C.). The mixture was heated at 85° C. for 6 h. The solvent was evaporated and the residue was chromatographed using 0-15% methanol/dichloromethane gradient to give pure product 134 as a white solid (55 mg, 35% yield). The yield is 8.1%. RXN SMILES: Cl[C:2]1[C:3]2[O:10][C:9]3[CH:11]=[CH:12][CH:13]=[CH:14][C:8]=3[C:4]=2[N:5]=[CH:6][N:7]=1.[Br:15][C:16]1[CH:17]=[C:18]([CH:20]=[CH:21][CH:22]=1)[NH2:19]>C(OCCO)C>[Br:15][C:16]1[CH:17]=[C:18]([CH:20]=[CH:21][CH:22]=1)[NH:19][C:2]1[C:3]2[O:10][C:9]3[CH:11]=[CH:12][CH:13]=[CH:14][C:8]=3[C:4]=2[N:5]=[CH:6][N:7]=1. Procedure: A mixture of 4-chlorobenzofurano[3,2-d]pyrimidine (116 mg, 0.57 mmol) and 3-bromoaniline (0.07 mL, 0.6 mmol) is heated at 135° C. under N2 in stirred 2-ethoxyethanol for 3 h. The mixture precipitates upon cooling, and the solid is collected and recrystallized from EtOH to give 4-(3-bromoanilino)benzofurano[3,2-d]pyrimidine (15.7 mg, 8%). 1H NMR (DMSO) δ10.35 (1H, s), 8.73 (1H, s), 8.34 (1H, t, J=1.9 Hz), 8.17 (1H, ddd, J=7.2, 1.2, 0.7 Hz), 7.93 (1H, ddd, J=8.2, 2.2, 1.0 Hz), 7.88 (1H, d, J=8.4 H... Run in C(C)OCCO (2-ethoxyethanol). The product is BrC=1C=C(NC=2C3=C(N=CN2)C2=C(O3)C=CC=C2)C=CC1 (4-(3-bromoanilino)benzofurano[3,2-d]pyrimidine). The reactants are ClC=1C2=C(N=CN1)C1=C(O2)C=CC=C1 (4-chlorobenzofurano[3,2-d]pyrimidine), BrC=1C=C(N)C=CC1 (3-bromoaniline). The reactants are C(C)(C)N(C(C)C)CC (N,N-diisopropylethylamine), CS(=O)C (dimethyl sulfoxide), C(#N)C1=C(C=C(C=C1)C)S(=O)(=O)OC=1C=C(OCCCO)C=C(C1)C (3-[3-(2-cyano-5-methylphenylsulfonyloxy)-5-methylphenoxy]-propanol). Run in ClCCl (dichloromethane). Reaction conditions: time 1 hour. Product: C(#N)C1=C(C=C(C=C1)C)S(=O)(=O)OC=1C=C(OCCC=O)C=C(C1)C (3-[3-(2-Cyano-5-methylphenylsulfonyloxy)-5-methylphenoxy]propionaldehyde). The yield is 72.3%. RXN SMILES: [C:1]([C:3]1[CH:8]=[CH:7][C:6]([CH3:9])=[CH:5][C:4]=1[S:10]([O:13][C:14]1[CH:15]=[C:16]([CH:22]=[C:23]([CH3:25])[CH:24]=1)[O:17][CH2:18][CH2:19][CH2:20][OH:21])(=[O:12])=[O:11])#[N:2].C(N(CC)C(C)C)(C)C.CS(C)=O>ClCCl>[C:1]([C:3]1[CH:8]=[CH:7][C:6]([CH3:9])=[CH:5][C:4]=1[S:10]([O:13][C:14]1[CH:15]=[C:16]([CH:22]=[C:23]([CH3:25])[CH:24]=1)[O:17][CH2:18][CH2:19][CH:20]=[O:21])(=[O:12])=[O:11])#[N:2]. Reported procedure: Sulfur trioxide pyridine complex (1.0 g, 6.5 mmol) was added to a solution of 3-[3-(2-cyano-5-methylphenylsulfonyloxy)-5-methylphenoxy]-propanol (720 mg, 2.0 mmol), as prepared in the preceding step, N,N-diisopropylethylamine (0.7 mL, 5.5 mmol) and anhydrous dimethyl sulfoxide (0.4 mL, 5.6 mmol) in anhydrous dichloromethane (20 mL). The reaction mixture was stirred at ambient temperature for 1 hour and then quenched with 10% aqueous citric acid (60 mL). The mixture was extracted into dichloromet...